From a dataset of the Open Reaction Database (ORD), a public repository of structured organic reaction records. describe an organic reaction: reactants, conditions, products, and yield Starting materials: ClC1=NC=NC2=CC(=C(C=C12)OC)OCCCN1CCOCC1 (4-chloro-6-methoxy-7-(3-morpholinopropoxy)quinazoline), NC=1C=C(C=CC1C)NC(=O)C1=CC(=NC=C1)N1CCOCC1 (N-(3-amino-4-methylphenyl)-2-morpholinopyridine-4-carboxamide). Yields the product COC=1C=C2C(=NC=NC2=CC1OCCCN1CCOCC1)NC1=C(C=CC(=C1)NC(=O)C1=CC(=NC=C1)N1CCOCC1)C (6-Methoxy-4-[2-methyl-5-(2-morpholinopyridine-4-carboxamido)anilino]-7-(3-morpholinopropoxy)quinazoline). The yield is 58.0%. RXN SMILES: Cl[C:2]1[C:11]2[C:6](=[CH:7][C:8]([O:14][CH2:15][CH2:16][CH2:17][N:18]3[CH2:23][CH2:22][O:21][CH2:20][CH2:19]3)=[C:9]([O:12][CH3:13])[CH:10]=2)[N:5]=[CH:4][N:3]=1.[NH2:24][C:25]1[CH:26]=[C:27]([NH:32][C:33]([C:35]2[CH:40]=[CH:39][N:38]=[C:37]([N:41]3[CH2:46][CH2:45][O:44][CH2:43][CH2:42]3)[CH:36]=2)=[O:34])[CH:28]=[CH:29][C:30]=1[CH3:31]>>[CH3:13][O:12][C:9]1[CH:10]=[C:11]2[C:6](=[CH:7][C:8]=1[O:14][CH2:15][CH2:16][CH2:17][N:18]1[CH2:23][CH2:22][O:21][CH2:20][CH2:19]1)[N:5]=[CH:4][N:3]=[C:2]2[NH:24][C:25]1[CH:26]=[C:27]([NH:32][C:33]([C:35]2[CH:40]=[CH:39][N:38]=[C:37]([N:41]3[CH2:46][CH2:45][O:44][CH2:43][CH2:42]3)[CH:36]=2)=[O:34])[CH:28]=[CH:29][C:30]=1[CH3:31]. Procedure details: Using an analogous procedure to that described in Example 26, 4-chloro-6-methoxy-7-(3-morpholinopropoxy)quinazoline was reacted with N-(3-amino-4-methylphenyl)-2-morpholinopyridine-4-carboxamide to give the title compound in 58% yield; NMR: 1.96 (m, 2H), 2.13 (s, 3H), 3.29 (m, 4H), 3.5 (m, 4H), 3.59 (m, 4H), 3.69 (m, 4H), 3.92 (s, 3H), 4.18 (m, 2H), 7.08 (m, 1H), 7.13 (s, 1H), 7.22 (s, 1H), 7.28 (m, 1H), 7.58 (m, 1H), 7.75 (m, 1H), 7.81 (s, 1H), 8.27 (m, 2H), 9.39 (s, 1H), 10.29 (s, 1H); m/s: M+... Reactants: O (water), OC1=CC=C(C=C1)C(C(F)(F)F)(C(F)(F)F)C1=CC=C(C=C1)O (2,2-bis(4-hydroxyphenyl)hexafluoropropane), ClC=1C=CC(=C(C1)C(F)(F)F)[N+](=O)[O-] (5-chloro-2-nitrobenzotrifluoride), C([O-])([O-])=O.[Na+].[Na+] (sodium carbonate). Solvent: CN(C=O)C (dimethylformamide). The product is [N+](=O)([O-])C1=C(C=C(OC2=CC=C(C=C2)C(C(F)(F)F)C(F)(F)F)C=C1)C(F)(F)F ((4-(4-nitro-3-trifluoromethylphenoxy)phenyl]hexafluoropropane). Yield: 95.9%. RXN SMILES: [OH:1][C:2]1[CH:7]=[CH:6][C:5]([C:8](C2C=CC(O)=CC=2)([C:13]([F:16])([F:15])[F:14])[C:9]([F:12])([F:11])[F:10])=[CH:4][CH:3]=1.Cl[C:25]1[CH:26]=[CH:27][C:28]([N+:35]([O-:37])=[O:36])=[C:29]([C:31]([F:34])([F:33])[F:32])[CH:30]=1.C(=O)([O-])[O-].[Na+].[Na+].O>CN(C)C=O>[N+:35]([C:28]1[CH:27]=[CH:26][C:25]([O:1][C:2]2[CH:3]=[CH:4][C:5]([CH:8]([C:9]([F:10])([F:11])[F:12])[C:13]([F:14])([F:15])[F:16])=[CH:6][CH:7]=2)=[CH:30][C:29]=1[C:31]([F:34])([F:33])[F:32])([O-:37])=[O:36] |f:2.3.4|. Procedure: 16.0 g (47.6 mmol) of 2,2-bis(4-hydroxyphenyl)hexafluoropropane, 26.9 g (119 mmol) of 5-chloro-2-nitrobenzotrifluoride and 20.2 g (190 mmol) of sodium carbonate were reacted at 150° C. for 4 hours in 100 ml of dimethylformamide. After the reaction, the product was injected into 250 ml of iced water and extracted with ethyl acetate. The organic layer was washed with water and dried on anhydrous sodium sulfate. After filtration, the solvent was distilled off to recover a crude product, which was t... Reactants: O(C1=CC=CC=C1)C1=NC=CC2=CC=C(C=C12)C(F)(F)F (1-phenoxy-7-(trifluoromethyl)isoquinoline), C(C)(=O)[O-].[NH4+] (ammonium acetate), [OH-].[Na+] (Sodium hydroxide). Solvent: O (water). Yields the product FC(C1=CC=C2C=CN=C(C2=C1)N)(F)F (7-(trifluoromethyl)isoquinolin-1-amine). RXN SMILES: O([C:8]1[C:17]2[C:12](=[CH:13][CH:14]=[C:15]([C:18]([F:21])([F:20])[F:19])[CH:16]=2)[CH:11]=[CH:10][N:9]=1)C1C=CC=CC=1.C([O-])(=O)C.[NH4+:26].[OH-].[Na+]>O>[F:19][C:18]([F:21])([F:20])[C:15]1[CH:16]=[C:17]2[C:12]([CH:11]=[CH:10][N:9]=[C:8]2[NH2:26])=[CH:13][CH:14]=1 |f:1.2,3.4|. Procedure details: A mixture of 1-phenoxy-7-(trifluoromethyl)isoquinoline (670 mg, 2.3 mmol), from above step D, and ammonium acetate (1.8 g, 23 mmol) was heated at 160° C. for 4 h. The mixture was cooled to room temperature and dissolved in water. Sodium hydroxide (1N solution) was added until the solution was basic and extracted with EtOAc (×4). The combined organic fractions were washed with saturated NaCl, dried over Na2SO4 and evaporated under vacuum to give the title compound. Starting materials: N1(C=NC=C1)C(CCC1OCCC1)=O (1-(1H-Imidazol-1-yl)-3-(tetrahydrofuran-2-yl)propan-1-one), C(C)(=O)O (acetic acid), C[Si](C)(C)[N-][Si](C)(C)C.[Li+] (Lithium bis(trimethylsilyl)amide), O=C1CCN(CC1)C(=O)OC(C)(C)C (tert-butyl 4-oxopiperidine-1-carboxylate). Run in C1(=CC=CC=C1)C (toluene), O (water), C1(=CC=CC=C1)C (toluene). Reaction conditions: time 2 minute. Product: O=C1C(CN(CC1)C(=O)OC(C)(C)C)C(CCC1OCCC1)=O (tert-butyl 4-oxo-3-(3-(tetrahydrofuran-2-yl)propanoyl)piperidine-1-carboxylate). The yield is 38.9%. RXN SMILES: C[Si]([N-][Si](C)(C)C)(C)C.[Li+].[O:11]=[C:12]1[CH2:17][CH2:16][N:15]([C:18]([O:20][C:21]([CH3:24])([CH3:23])[CH3:22])=[O:19])[CH2:14][CH2:13]1.N1([C:30](=[O:38])[CH2:31][CH2:32][CH:33]2[CH2:37][CH2:36][CH2:35][O:34]2)C=CN=C1.C(O)(=O)C>C1(C)C=CC=CC=1.O>[O:11]=[C:12]1[CH2:13][CH2:14][N:15]([C:18]([O:20][C:21]([CH3:24])([CH3:23])[CH3:22])=[O:19])[CH2:16][CH:17]1[C:30](=[O:38])[CH2:31][CH2:32][CH:33]1[CH2:37][CH2:36][CH2:35][O:34]1 |f:0.1|. Procedure details: Lithium bis(trimethylsilyl)amide (2.231 ml, 11.88 mmol) was added to a stirred solution of tert-butyl 4-oxopiperidine-1-carboxylate (1.127 g, 5.66 mmol) in toluene (3 mL) at 0° C. and the resulting mixture was stirred for 2 minutes. 1-(1H-Imidazol-1-yl)-3-(tetrahydrofuran-2-yl)propan-1-one (1.099 g, 5.66 mmol) in toluene (1 mL) was added and the reaction mixture was stirred for 5 minutes before it was quenched with acetic acid (0.972 ml, 16.97 mmol) in water (4 mL). The organic layer was separat... Starting materials: C(Cl)(Cl)(Cl)Cl (carbon tetrachloride), CSC1=NC=CC(=N1)C1=NN2C(C=CC=C2)=C1C1=NC(=NC=C1)SC (2,3-bis[2-(methylsulfanyl)pyrimidin-4-yl]pyrazolo[1,5-a]pyridine), solution, C(C)(C)[N-]C(C)C.[Li+] (lithium diisopropylamide), CCCCCCC.O1CCCC1.C(C)C1=CC=CC=C1 (heptane tetrahydrofuran ethylbenzene). Run in O1CCCC1 (tetrahydrofuran). Run at time 15 minute. Yields the product ClC1=CC=CC=2N1N=C(C2C2=NC(=NC=C2)SC)C2=NC(=NC=C2)SC (7-chloro-2,3-bis[2-(methylsulfanyl)pyrimidin-4-yl]pyrazolo[1,5-a]pyridine). Isolated yield 32.0%. RXN SMILES: [CH3:1][S:2][C:3]1[N:8]=[C:7]([C:9]2[C:17]([C:18]3[CH:23]=[CH:22][N:21]=[C:20]([S:24][CH3:25])[N:19]=3)=[C:12]3[CH:13]=[CH:14][CH:15]=[CH:16][N:11]3[N:10]=2)[CH:6]=[CH:5][N:4]=1.C([N-]C(C)C)(C)C.[Li+].CCCCCCC.O1CCCC1.C(C1C=CC=CC=1)C.C(Cl)(Cl)(Cl)[Cl:55]>O1CCCC1>[Cl:55][C:16]1[N:11]2[N:10]=[C:9]([C:7]3[CH:6]=[CH:5][N:4]=[C:3]([S:2][CH3:1])[N:8]=3)[C:17]([C:18]3[CH:23]=[CH:22][N:21]=[C:20]([S:24][CH3:25])[N:19]=3)=[C:12]2[CH:13]=[CH:14][CH:15]=1 |f:1.2,3.4.5|. Reported procedure: To a −78° C. solution of 2,3-bis[2-(methylsulfanyl)pyrimidin-4-yl]pyrazolo[1,5-a]pyridine (0.72 g, 2.0 mmol) in tetrahydrofuran (50 mL) was added a 2 M solution of lithium diisopropylamide in heptane/tetrahydrofuran/ethylbenzene (2.9 mL, 5.9 mmol) dropwise. The reaction mixture was stirred for 15 minutes, then carbon tetrachloride (5 mL) was added. The reaction mixture was stirred for 1 hour and quenched with brine and extracted with ethyl acetate (3×25 mL). The organic phase was washed with bri... Procedure: A mixture of 194 g of 2,4-xylenol and 233 g of cyclohexylcarbonyl chloride was stirred at 110° C. for 1 hour and then thereto was gradually added 318 g of anhydrous aluminum chloride, followed by stirring for further 1 hour at 110° C. The reaction mixture was added to 2 liters of ice water and the organic layer was extracted with 2 liters of chloroform. The extract was washed successively with water and then with a saturated aqueous sodium chloride solution and thereafter dried with anhydrous ma... Reactants: C=1(C(=CC(=CC1)C)C)O (2,4-xylenol), C1(CCCCC1)C(=O)Cl (cyclohexylcarbonyl chloride), [Cl-].[Al+3].[Cl-].[Cl-] (aluminum chloride). The yield is 69.4%. Conditions: temperature 110 celsius, time 1 hour. Reaction SMILES: [C:1]1([OH:9])[C:2]([CH3:8])=[CH:3][C:4]([CH3:7])=[CH:5][CH:6]=1.[CH:10]1([C:16](Cl)=[O:17])[CH2:15][CH2:14][CH2:13][CH2:12][CH2:11]1.[Cl-].[Al+3].[Cl-].[Cl-]>>[CH3:8][C:2]1[C:1]([OH:9])=[C:6]([C:16]([CH:10]2[CH2:15][CH2:14][CH2:13][CH2:12][CH2:11]2)=[O:17])[CH:5]=[C:4]([CH3:7])[CH:3]=1 |f:2.3.4.5|. Product: CC=1C(=C(C=C(C1)C)C(=O)C1CCCCC1)O (cyclohexyl 3,5-dimethyl-2-hydroxyphenyl ketone). Solvent: ice water. Reactants: [N+](=O)([O-])C1=CC=C(C=C1)O (4-Nitrophenol), C1(CCCCC1)N=C=NC1CCCCC1 (dicyclohexylcarbodiimide), C(C1=CC=CC=C1)(=O)SC[C@H](C(=O)O)C ((2S)-3-(benzoylthio)-2-methylpropionic acid). The solvent is C(Cl)Cl (methylene chloride). Yields the product C(C1=CC=CC=C1)(=O)SC[C@H](C(=O)OC1=CC=C(C=C1)[N+](=O)[O-])C (4-Nitrophenyl (2S)-3-(benzoylthio)-2-methylpropionate). As a reaction SMILES: [N+:1]([C:4]1[CH:9]=[CH:8][C:7]([OH:10])=[CH:6][CH:5]=1)([O-:3])=[O:2].C1(N=C=NC2CCCCC2)CCCCC1.[C:26]([S:34][CH2:35][C@@H:36]([CH3:40])[C:37](O)=[O:38])(=[O:33])[C:27]1[CH:32]=[CH:31][CH:30]=[CH:29][CH:28]=1>C(Cl)Cl>[C:26]([S:34][CH2:35][C@@H:36]([CH3:40])[C:37]([O:10][C:7]1[CH:8]=[CH:9][C:4]([N+:1]([O-:3])=[O:2])=[CH:5][CH:6]=1)=[O:38])(=[O:33])[C:27]1[CH:32]=[CH:31][CH:30]=[CH:29][CH:28]=1. Procedure details: 4-Nitrophenol (10.2 g) and dicyclohexylcarbodiimide (15.2 g) are added successively to a solution of (2S)-3-(benzoylthio)-2-methylpropionic acid (15 g) in methylene chloride (100 ml) under ice-cooling. The mixture is stirred under ice-cooling for 30 minutes and at room temperature for 4.5 hours. The resulting precipitate is filtered out, and the filtrate is concentrated under reduced pressure. The obtained oily residue is purified by silica gel column chromatography to give 26.01 g (quantitative... Starting materials: [Na] (sodium), C(C(=O)OCC)(=O)OCC (diethyl oxalate), C(C)OCC(=O)OCC (ethyl ethoxyacetate), C(C)O (ethanol), Cl (HCl). Run in C1(=CC=CC=C1)C (toluene). Run at temperature 30 celsius. Yields the product C(C)OC(C(=O)OCC)C(=O)C(=O)OCC (Diethyl ethoxyoxalacetate), solution. Yield: 40.9%. Reaction SMILES: [Na].C(O)C.[C:5]([O:12][CH2:13][CH3:14])(=[O:11])[C:6]([O:8][CH2:9][CH3:10])=O.C([O:17][CH2:18][C:19]([O:21][CH2:22][CH3:23])=[O:20])C.Cl>C1(C)C=CC=CC=1>[CH2:9]([O:8][CH:6]([C:18]([C:19]([O:21][CH2:22][CH3:23])=[O:20])=[O:17])[C:5]([O:12][CH2:13][CH3:14])=[O:11])[CH3:10] |^1:0|. Procedure: A stirred mixture of molten sodium metal (24.15 g, 1.05 mol) in toluene is treated with ethanol (55.2 g, 1.2 mol) over a 1 hr period at 100° C.-110° C., heated at reflux temperatures for 0.5 hr, cooled to 30° C., treated with diethyl oxalate (160.6 g, 1.1 mol) over a 10 min period at 30° C.-45° C., treated with ethyl ethoxyacetate (132 g, 98%, 0.98 mol) over an 0.5 hr period at 45° C.-50° C., heated at 55° C.-60° C. for 1.5 hr and poured into 328 g of 14% HCl with cooling. The resultant mixture ... Starting materials: CCOC(=O)C(Br)Cc1ccc(OC)c(C(=O)NCc2ccc(C(F)(F)F)cc2)c1, CC[S-], CCO, [Na+]. The product is CCOC(=O)C(Cc1ccc(OC)c(C(=O)NCc2ccc(C(F)(F)F)cc2)c1)SCC. As a reaction SMILES: [Br:1][CH:2]([C:3](=[O:4])[O:5][CH2:6][CH3:7])[CH2:8][c:9]1[cH:10][c:11]([C:17]([NH:18][CH2:19][c:20]2[cH:21][cH:22][c:23]([C:26]([F:27])([F:28])[F:29])[cH:24][cH:25]2)=[O:30])[c:12]([O:15][CH3:16])[cH:13][cH:14]1.[CH3:31][CH2:32][S-:33].[CH3:35][CH2:36][OH:37].[Na+:34]>>[CH:2]([C:3](=[O:4])[O:5][CH2:6][CH3:7])([CH2:8][c:9]1[cH:10][c:11]([C:17]([NH:18][CH2:19][c:20]2[cH:21][cH:22][c:23]([C:26]([F:27])([F:28])[F:29])[cH:24][cH:25]2)=[O:30])[c:12]([O:15][CH3:16])[cH:13][cH:14]1)[S:33][CH2:32][CH3:31]. Starting materials: N[C@H](CC1=CC=C2C=CC=CC2=C1)C(=O)N[C@H](CCCC)C(=O)OCC1=CC=CC=C1 (H-DNal-DNle-OBzl), N([C@@H](CC(C)C)C(=O)O)C(=O)OC(C)(C)C.O (Boc-Leu-OH.H2O), C=1C=CC2=C(C1)N=NN2O (HOBT), CCN=C=NCCCN(C)C.Cl (EDCI.HCl). Solvent: ClCCl (dichloromethane), O (H2O), C(C)(=O)OCC (ethyl acetate). Conditions: time 14 hour. Product: N([C@@H](CC(C)C)C(=O)N[C@H](CC1=CC=C2C=CC=CC2=C1)C(=O)N[C@H](CCCC)C(=O)OCC1=CC=CC=C1)C(=O)OC(C)(C)C (Boc-Leu-DNal-DNle-OBzl). Isolated yield 88.0%. Reaction SMILES: [NH2:1][C@@H:2]([C:14]([NH:16][C@@H:17]([C:22]([O:24][CH2:25][C:26]1[CH:31]=[CH:30][CH:29]=[CH:28][CH:27]=1)=[O:23])[CH2:18][CH2:19][CH2:20][CH3:21])=[O:15])[CH2:3][C:4]1[CH:13]=[C:12]2[C:7]([CH:8]=[CH:9][CH:10]=[CH:11]2)=[CH:6][CH:5]=1.[NH:32]([C:41]([O:43][C:44]([CH3:47])([CH3:46])[CH3:45])=[O:42])[C@H:33]([C:38](O)=[O:39])[CH2:34][CH:35]([CH3:37])[CH3:36].O.C1C=CC2N(O)N=NC=2C=1.CCN=C=NCCCN(C)C.Cl>ClCCl.C(OCC)(=O)C.O>[NH:32]([C:41]([O:43][C:44]([CH3:46])([CH3:45])[CH3:47])=[O:42])[C@H:33]([C:38]([NH:1][C@@H:2]([C:14]([NH:16][C@@H:17]([C:22]([O:24][CH2:25][C:26]1[CH:27]=[CH:28][CH:29]=[CH:30][CH:31]=1)=[O:23])[CH2:18][CH2:19][CH2:20][CH3:21])=[O:15])[CH2:3][C:4]1[CH:13]=[C:12]2[C:7]([CH:8]=[CH:9][CH:10]=[CH:11]2)=[CH:6][CH:5]=1)=[O:39])[CH2:34][CH:35]([CH3:37])[CH3:36] |f:1.2,4.5|. Procedure: To a solution of H-DNal-DNle-OBzl (180 mg, prepared in (2)) in dichloromethane (5 ml) were added Boc-Leu-OH.H2O (180 mg), HOBT.H2O (70 mg) and EDCI.HCl (99 mg) successively under ice cooling. After being stirred at room temperature for 14 h, the mixture was diluted with ethyl acetate, washed with sat. aq. NaHCO3, 10% aq. citric acid, water and brine successively, dried over MgSO4 and evaporated in vacuo. The residue was purified by dry column flash chromatography (Merck, Kieselgel 60) with ethyl...